describe an organic reaction: reactants, conditions, products, and yield From a dataset of the Open Reaction Database (ORD), a public repository of structured organic reaction records. The reactants are CC(=O)O, CN(C)C=O, CC(C)OC(C)C, N#C[Na], O=Cc1cccc(Oc2ccccc2)c1, O, O=S([O-])O. The product is N#CC(O)c1cccc(Oc2ccccc2)c1. Reaction SMILES: [CH3:30][C:31](=[O:32])[OH:33].[CH3:35][N:36]([CH3:37])[CH:38]=[O:39].[CH:23]([O:24][CH:25]([CH3:26])[CH3:27])([CH3:28])[CH3:29].[Na:20][C:21]#[N:22].[O:5]([c:6]1[cH:7][cH:8][cH:9][cH:10][cH:11]1)[c:12]1[cH:13][c:14]([CH:15]=[O:16])[cH:17][cH:18][cH:19]1.[OH2:34].[S:1](=[O:2])([OH:3])[O-:4]>>[O:5]([c:6]1[cH:7][cH:8][cH:9][cH:10][cH:11]1)[c:12]1[cH:13][c:14]([CH:15]([OH:16])[C:21]#[N:22])[cH:17][cH:18][cH:19]1. The reactants are C(C(=C)C)(=O)OCC(CCCC)CC (2-ethylhexyl methacrylate), C(C(=C)C)(=O)O (methacrylic acid), N(=NC(C#N)(C)C)C(C#N)(C)C (azobisisobutyronitrile). Conditions: temperature 85 celsius, time 2 hour. The product is C(C(=C)C)(=O)OCC(CCCC)CC.C(C(=C)C)(=O)O (2-ethylhexyl methacrylate methacrylic acid). RXN SMILES: [C:1]([O:6][CH2:7][CH:8]([CH2:13][CH3:14])[CH2:9][CH2:10][CH2:11][CH3:12])(=[O:5])[C:2]([CH3:4])=[CH2:3].[C:15]([OH:20])(=[O:19])[C:16]([CH3:18])=[CH2:17].N(C(C)(C)C#N)=NC(C)(C)C#N>>[C:1]([O:6][CH2:7][CH:8]([CH2:13][CH3:14])[CH2:9][CH2:10][CH2:11][CH3:12])(=[O:5])[C:2]([CH3:4])=[CH2:3].[C:15]([OH:20])(=[O:19])[C:16]([CH3:18])=[CH2:17] |f:3.4|. Procedure: To the above solvent, a mixture of 200 g of 2-ethylhexyl methacrylate, 5 g of methacrylic acid and 3 g of azobisisobutyronitrile was added dropwise at a constant speed over a period of 2 hours, followed by stirring at 85° C. for 2 hours to complete the polymerization reaction. Thus, 2-ethylhexyl methacrylate - methacrylic acid copolymer was obtained.